From a dataset of the Open Reaction Database (ORD), a public repository of structured organic reaction records. describe an organic reaction: reactants, conditions, products, and yield The reactants are CC(CNCC(C)O)O (diisopropanol amine), CC(CNCC(C)O)O (DIPA), CC(CNCC(C)O)O (DIPA), C(CCCCCCCCCCC)(=O)OC (methyl laurate), CO (methanol), C(CCCCCCCCCCC)(=O)OC (methyl laurate). Reaction conditions: temperature 230 celsius, time 5.5 hour. The product is CC1CN2C(OC(C2)C)(O1)CCCCCCCCCCC (2,6-dimethyl-7a-undecyl-tetrahydro-2H-oxazolo[2,3-b]oxazole). As a reaction SMILES: [CH3:1][CH:2]([OH:9])[CH2:3][NH:4][CH2:5][CH:6]([OH:8])[CH3:7].[C:10](OC)(=O)[CH2:11][CH2:12][CH2:13][CH2:14][CH2:15][CH2:16][CH2:17][CH2:18][CH2:19][CH2:20][CH3:21].CO>>[CH3:1][CH:2]1[O:9][C:21]2([CH2:20][CH2:19][CH2:18][CH2:17][CH2:16][CH2:15][CH2:14][CH2:13][CH2:12][CH2:11][CH3:10])[O:8][CH:6]([CH3:7])[CH2:5][N:4]2[CH2:3]1. Reported procedure: To a 1 liter stirred reactor, equipped with a distillation column, condenser, and graduated receiver, the following constituents were added: 261.2 g of diisopropanol amine (DIPA) and 432.0 g (98%) of methyl laurate. The contents were heated slowly to 230° C. under a nitrogen blanket. After 5.5 hours, 57 ml of methanol (0.72 equivalent) had come overhead. The pressure was then slowly lowered to strip out unreacted DIPA. At a batch temperature of 180° C. and a pressure of 293 Pa, a cut consisting ...